Dataset: the Open Reaction Database (ORD), a public repository of structured organic reaction records. Task: describe an organic reaction: reactants, conditions, products, and yield Reactants: ClCCl, FC(F)(F)c1ccc(NSC(Cl)(Cl)Cl)cc1, O=C=NC(=O)c1c(F)cccc1F, [N-]=C=O. The product is O=C(NC(=O)N(SC(Cl)(Cl)Cl)c1ccc(C(F)(F)F)cc1)c1c(F)cccc1F. Reaction SMILES: [CH2:33]([Cl:34])[Cl:35].[Cl:14][C:15]([S:16][NH:17][c:18]1[cH:19][cH:20][c:21]([C:24]([F:25])([F:26])[F:27])[cH:22][cH:23]1)([Cl:28])[Cl:29].[F:1][c:2]1[c:3]([C:4](=[O:5])[N:6]=[C:7]=[O:8])[c:9]([F:13])[cH:10][cH:11][cH:12]1.[N-:30]=[C:31]=[O:32]>>[F:1][c:2]1[c:3]([C:4](=[O:5])[NH:6][C:7](=[O:8])[N:17]([S:16][C:15]([Cl:14])([Cl:28])[Cl:29])[c:18]2[cH:19][cH:20][c:21]([C:24]([F:25])([F:26])[F:27])[cH:22][cH:23]2)[c:9]([F:13])[cH:10][cH:11][cH:12]1. Starting materials: NC(=O)c1cc(I)sc1N(Cc1ccccc1)C(=O)[O-], NC(=O)c1cc(-c2ccccc2F)sc1N(Cc1ccccc1)C(=O)[O-]. Yields the product NC(=O)c1cc(-c2ccccc2F)sc1N. As a reaction SMILES: [CH2:1]([N:2]([c:3]1[s:4][c:5]([I:6])[cH:7][c:8]1[C:9]([NH2:10])=[O:11])[C:12](=[O:13])[O-:14])[c:15]1[cH:16][cH:17][cH:18][cH:19][cH:20]1.[CH2:21]([c:25]1[cH:26][cH:27][cH:29][cH:30][cH:31]1)[N:28]([C:22](=[O:23])[O-:24])[c:32]1[s:33][c:34](-[c:40]2[c:41]([F:46])[cH:42][cH:43][cH:44][cH:45]2)[cH:35][c:36]1[C:37](=[O:38])[NH2:39]>>[NH2:28][c:32]1[s:33][c:34](-[c:40]2[c:41]([F:46])[cH:42][cH:43][cH:44][cH:45]2)[cH:35][c:36]1[C:37](=[O:38])[NH2:39]. Yields the product CCCCC(F)(F)C(C)(O)C=CC1CCC(=O)N1CC(O)CCCCC(=O)O. The reactants are [BH4-], CCO, [Na+], CCCCC(F)(F)C(C)(O)C=CC1CCC(=O)N1CC(=O)CCCCC(=O)O. As a reaction SMILES: [BH4-:29].[CH3:31][CH2:32][OH:33].[Na+:30].[OH:1][C:2]([CH:3]=[CH:4][CH:5]1[N:6]([CH2:11][C:12]([CH2:13][CH2:14][CH2:15][CH2:16][C:17](=[O:18])[OH:19])=[O:20])[C:7](=[O:10])[CH2:8][CH2:9]1)([C:21]([CH2:22][CH2:23][CH2:24][CH3:25])([F:26])[F:27])[CH3:28]>>[OH:1][C:2]([CH:3]=[CH:4][CH:5]1[N:6]([CH2:11][CH:12]([CH2:13][CH2:14][CH2:15][CH2:16][C:17](=[O:18])[OH:19])[OH:20])[C:7](=[O:10])[CH2:8][CH2:9]1)([C:21]([CH2:22][CH2:23][CH2:24][CH3:25])([F:26])[F:27])[CH3:28]. Procedure: Reaction of 2-(2-bromo-4,5-methylenedioxyphenyl)-4,4-dimethyl-2-oxazoline and 1-methyl-4-piperidone by the method described in Example 1c provides 4-[2 -(4,4-dimethyl-2-oxazolin-2-yl)-4,5-methylenedioxyphenyl]-4-hydroxy-1-methylpiperidine. Reactants: BrC1=C(C=C2C(=C1)OCO2)C=2OCC(N2)(C)C (2-(2-bromo-4,5-methylenedioxyphenyl)-4,4-dimethyl-2-oxazoline), CN1CCC(CC1)=O (1-methyl-4-piperidone). RXN SMILES: Br[C:2]1[CH:7]=[C:6]2[O:8][CH2:9][O:10][C:5]2=[CH:4][C:3]=1[C:11]1[O:12][CH2:13][C:14]([CH3:17])([CH3:16])[N:15]=1.[CH3:18][N:19]1[CH2:24][CH2:23][C:22](=[O:25])[CH2:21][CH2:20]1>>[CH3:16][C:14]1([CH3:17])[CH2:13][O:12][C:11]([C:3]2[CH:4]=[C:5]3[O:10][CH2:9][O:8][C:6]3=[CH:7][C:2]=2[C:22]2([OH:25])[CH2:23][CH2:24][N:19]([CH3:18])[CH2:20][CH2:21]2)=[N:15]1. Product: CC1(N=C(OC1)C1=C(C=C2C(=C1)OCO2)C2(CCN(CC2)C)O)C (4-[2 -(4,4-dimethyl-2-oxazolin-2-yl)-4,5-methylenedioxyphenyl]-4-hydroxy-1-methylpiperidine). The reactants are ClC1=C(C=C(C=C1)C(C)(C)C1=CN=C(N1C1=CC=C(C=C1)F)SCC1=C(C=C(C=C1F)S(=O)(=O)O)F)OC (4-((5-(2-(4-chloro-3-methoxyphenyl)propan-2-yl)-1-(4-fluorophenyl)-1H-imidazol-2-ylthio)methyl)-3,5-difluorobenzenesulfonic acid), S(=O)(Cl)Cl (thionyl chloride), Cl.[Cl-].N[C@@H](CCC[N+](C)(C)C)C(=O)OC ((S)-4-amino-5-methoxy-N,N,N-trimethyl-5-oxopentan-1-aminium chloride hydrochloride), C(=O)([O-])[O-].[Na+].[Na+] (Na2CO3). Reagents/catalysts: CN(C)C=O (DMF). Run in C(Cl)Cl (DCM). Reaction conditions: temperature 40 celsius, time 10 minute. The product is [Cl-].ClC1=C(C=C(C=C1)C(C)(C)C1=CN=C(N1C1=CC=C(C=C1)F)SCC1=C(C=C(C=C1F)S(=O)(=O)N[C@@H](CCC[N+](C)(C)C)C(=O)OC)F)OC ((S)-4-(4-((5-(2-(4-chloro-3-methoxyphenyl)propan-2-yl)-1-(4-fluorophenyl)-1H-imidazol-2-ylthio)methyl)-3,5-difluorophenylsulfonamido)-5-methoxy-N,N,N-trimethyl-5-oxopentan-1-aminium chloride). The yield is 188.1%. RXN SMILES: [Cl:1][C:2]1[CH:7]=[CH:6][C:5]([C:8]([C:11]2[N:15]([C:16]3[CH:21]=[CH:20][C:19]([F:22])=[CH:18][CH:17]=3)[C:14]([S:23][CH2:24][C:25]3[C:30]([F:31])=[CH:29][C:28]([S:32]([OH:35])(=O)=[O:33])=[CH:27][C:26]=3[F:36])=[N:13][CH:12]=2)([CH3:10])[CH3:9])=[CH:4][C:3]=1[O:37][CH3:38].S(Cl)(Cl)=O.Cl.[Cl-].[NH2:45][C@H:46]([C:54]([O:56][CH3:57])=[O:55])[CH2:47][CH2:48][CH2:49][N+:50]([CH3:53])([CH3:52])[CH3:51].C([O-])([O-])=O.[Na+].[Na+]>C(Cl)Cl.CN(C=O)C>[Cl-:1].[Cl:1][C:2]1[CH:7]=[CH:6][C:5]([C:8]([C:11]2[N:15]([C:16]3[CH:21]=[CH:20][C:19]([F:22])=[CH:18][CH:17]=3)[C:14]([S:23][CH2:24][C:25]3[C:30]([F:31])=[CH:29][C:28]([S:32]([NH:45][C@H:46]([C:54]([O:56][CH3:57])=[O:55])[CH2:47][CH2:48][CH2:49][N+:50]([CH3:52])([CH3:51])[CH3:53])(=[O:33])=[O:35])=[CH:27][C:26]=3[F:36])=[N:13][CH:12]=2)([CH3:10])[CH3:9])=[CH:4][C:3]=1[O:37][CH3:38] |f:2.3.4,5.6.7,10.11|. Reported procedure: To 4-((5-(2-(4-chloro-3-methoxyphenyl)propan-2-yl)-1-(4-fluorophenyl)-1H-imidazol-2-ylthio)methyl)-3,5-difluorobenzenesulfonic acid (1.2 g, 2.1 mmol, 1.1 eq) in DCM (6 mL) was added thionyl chloride (3 mL) followed by catalytic DMF (30 drops). After heating at 40° C. for 1 h, the reaction mixture was concentrated under reduced pressure and the resulting sulfonyl chloride was further dried on a high-vacuum pump for several hours. A solution of this sulfonyl chloride in MeCN (12 mL) was added to a...